The task is: describe an organic reaction: reactants, conditions, products, and yield. This data is from the Open Reaction Database (ORD), a public repository of structured organic reaction records. Starting materials: ClC1=NC=CC(=N1)N(C1=CC=CC=C1)CC(N)=O (2-Chloro-4-(N-(carbamoylmethyl)anilino)pyrimidine), Cl.Cl.CN(C)CC(COC1=CC=C(N)C=C1)O (4-[3-(N,N-dimethyl)amino-2-hydroxypropoxy]aniline dihydrochloride), N (ammonia). The solvent is CN1CCCC1=O (NMP). Reaction conditions: temperature 120 celsius. The product is CN(C)CC(COC1=CC=C(NC2=NC=CC(=N2)N(C2=CC=CC=C2)CC(N)=O)C=C1)O (2-{4-[3-(N,N-Dimethyl)amino-2-hydroxypropoxy]anilino}-4-(N-(carbamoylmethyl)anilino)pyrimidine). As a reaction SMILES: Cl[C:2]1[N:7]=[C:6]([N:8]([CH2:15][C:16](=[O:18])[NH2:17])[C:9]2[CH:14]=[CH:13][CH:12]=[CH:11][CH:10]=2)[CH:5]=[CH:4][N:3]=1.Cl.Cl.[CH3:21][N:22]([CH2:24][CH:25]([OH:35])[CH2:26][O:27][C:28]1[CH:34]=[CH:33][C:31]([NH2:32])=[CH:30][CH:29]=1)[CH3:23].N>CN1C(=O)CCC1>[CH3:23][N:22]([CH2:24][CH:25]([OH:35])[CH2:26][O:27][C:28]1[CH:29]=[CH:30][C:31]([NH:32][C:2]2[N:7]=[C:6]([N:8]([CH2:15][C:16](=[O:18])[NH2:17])[C:9]3[CH:14]=[CH:13][CH:12]=[CH:11][CH:10]=3)[CH:5]=[CH:4][N:3]=2)=[CH:33][CH:34]=1)[CH3:21] |f:1.2.3|. Reported procedure: 2-Chloro-4-(N-(carbamoylmethyl)anilino)pyrimidine (prepared by analogy to Method A and the corresponding Reference Examples A-1–A-10) (390 mg, 1.49 mmol) was dissolved in NMP (3 ml) and 4-[3-(N,N-dimethyl)amino-2-hydroxypropoxy]aniline dihydrochloride (Reference Example D-1; 378 mg, 1.34 mmol) was added. The resulting suspension was heated at 120° C. which caused the solid to dissolve. The reaction mixture was heated at 120° C. for 12 hours and allowed to cool to ambient temperature. The reactio... Starting materials: [Mg] (magnesium), COB(OC)OC (trimethylboric acid), Cl (hydrochloric acid), solution, C(CCCCCCC)C1=CC=C(C=C1)Br (p-octylbromobenzene). The solvent is O1CCCC1 (THF), O1CCCC1 (THF). Reaction conditions: temperature -78 celsius. The product is C(CCCCCCC)C1=CC=C(C=C1)OB(O)O (p-octylphenylboric acid). Reaction SMILES: [Mg].[CH2:2]([C:10]1[CH:15]=[CH:14][C:13](Br)=[CH:12][CH:11]=1)[CH2:3][CH2:4][CH2:5][CH2:6][CH2:7][CH2:8][CH3:9].C[O:18][B:19]([O:22]C)[O:20]C.Cl>O1CCCC1>[CH2:2]([C:10]1[CH:15]=[CH:14][C:13]([O:18][B:19]([OH:22])[OH:20])=[CH:12][CH:11]=1)[CH2:3][CH2:4][CH2:5][CH2:6][CH2:7][CH2:8][CH3:9]. Procedure details: 50 ml of THF (tetrahydrofuran) was added to 2.91 g (0.12 mol) of metallic magnesium, and the mixture was stirred. 100 ml of a solution of 26.89 g (0.1 mol) of p-octylbromobenzene in THF was added dropwise thereto, and the mixture was heated. After the initiation of the reaction was confirmed, the mixture was refluxed for one hr. The mixture was cooled to −78° C., 12.46 g (0.12 mol) of trimethylboric acid was added dropwise thereto, and the mixture was stirred for 30 min. The temperature was retu... Starting materials: BrC1=CC=C2C(=CN(C(C2=C1)=O)CC1=CC=C(C=C1)OC)Cl (7-bromo-4-chloro-2-(4-methoxybenzyl)isoquinolin-1(2H)-one), O1CCOCC1 (1,4-Dioxane), C(C1=CC=CC=C1)S (benzyl mercaptan). Reagents/catalysts: C=1C=CC(=CC1)/C=C/C(=O)/C=C/C2=CC=CC=C2.C=1C=CC(=CC1)/C=C/C(=O)/C=C/C2=CC=CC=C2.C=1C=CC(=CC1)/C=C/C(=O)/C=C/C2=CC=CC=C2.[Pd].[Pd] (tris(dibenzylideneacetone)dipalladium), CC1(C2=C(C(=CC=C2)P(C3=CC=CC=C3)C4=CC=CC=C4)OC5=C(C=CC=C51)P(C6=CC=CC=C6)C7=CC=CC=C7)C (Xantphos). Solvent: O (water). Reaction conditions: temperature 80 celsius. The product is C(C1=CC=CC=C1)SC1=CC=C2C(=CN(C(C2=C1)=O)CC1=CC=C(C=C1)OC)Cl (7-(benzylthio)-4-chloro-2-(4-methoxybenzyl)isoquinolin-1(2H)-one). Yield: 89.7%. Reaction SMILES: Br[C:2]1[CH:11]=[C:10]2[C:5]([C:6]([Cl:22])=[CH:7][N:8]([CH2:13][C:14]3[CH:19]=[CH:18][C:17]([O:20][CH3:21])=[CH:16][CH:15]=3)[C:9]2=[O:12])=[CH:4][CH:3]=1.O1CCOCC1.[CH2:29]([SH:36])[C:30]1[CH:35]=[CH:34][CH:33]=[CH:32][CH:31]=1>O.C1C=CC(/C=C/C(/C=C/C2C=CC=CC=2)=O)=CC=1.C1C=CC(/C=C/C(/C=C/C2C=CC=CC=2)=O)=CC=1.C1C=CC(/C=C/C(/C=C/C2C=CC=CC=2)=O)=CC=1.[Pd].[Pd].CC1(C)C2C(=C(P(C3C=CC=CC=3)C3C=CC=CC=3)C=CC=2)OC2C(P(C3C=CC=CC=3)C3C=CC=CC=3)=CC=CC1=2>[CH2:29]([S:36][C:2]1[CH:11]=[C:10]2[C:5]([C:6]([Cl:22])=[CH:7][N:8]([CH2:13][C:14]3[CH:19]=[CH:18][C:17]([O:20][CH3:21])=[CH:16][CH:15]=3)[C:9]2=[O:12])=[CH:4][CH:3]=1)[C:30]1[CH:35]=[CH:34][CH:33]=[CH:32][CH:31]=1 |f:4.5.6.7.8|. Procedure: A screw cap vial was charged with 7-bromo-4-chloro-2-(4-methoxybenzyl)isoquinolin-1(2H)-one (3.6 g, 9.51 mmol), Xantphos (0.275 g, 0.475 mmol), tris(dibenzylideneacetone)dipalladium (0) (0.218 g, 0.238 mmol), 1,4-Dioxane (9.51 ml) and dipea (3.31 ml, 19.02 mmol). The vial was purged with Argon, sealed and heated to 80° C. for 10 minutes. The reaction was cooled to room temperature and benzyl mercaptan (1.18 ml, 9.98 mmol) was added and the reaction was continued heating at 80° C. for an addition... The reactants are C(C=1C(N)=CC=CC1)(=O)OC (methyl anthranilate), BrCC(=O)Br (Bromoacetyl bromide). Solvent: O (water), CN(C)C=O (DMF), O1CCOCC1 (dioxane). Conditions: time 8 hour. Product: BrCC(=O)NC1=C(C(=O)OC)C=CC=C1 (Methyl 2-((2-Bromoacetyl)amino)benzoate). The yield is 88.0%. As a reaction SMILES: [C:1]([O:10][CH3:11])(=[O:9])[C:2]1[C:3](=[CH:5][CH:6]=[CH:7][CH:8]=1)[NH2:4].[Br:12][CH2:13][C:14](Br)=[O:15]>CN(C=O)C.O1CCOCC1.O>[Br:12][CH2:13][C:14]([NH:4][C:3]1[CH:5]=[CH:6][CH:7]=[CH:8][C:2]=1[C:1]([O:10][CH3:11])=[O:9])=[O:15]. Reported procedure: A solution of methyl anthranilate (5 g, 0.033 mol) in anhydrous DMF (25 mL) and anhydrous dioxane (25 mL) was cooled to 0° C. in a 250 mL 3-necked flask, fitted with a magnetic stirrer and a constant addition funnel. Bromoacetyl bromide (6.7 g, 2.9 mL, 100 mol %) was added dropwise, keeping the internal temperature between 0° C. and 2° C. After the addition was complete (20-25 min), the reaction mixture was stirred at rt overnight. The reaction mixture was diluted with water (100 mL) and the whi... The reactants are C1(=CC=C(C=C1)N)C1=CC=CC=C1 (Biphenyl-4-ylamine), C=1C=CC2=C(C1)N=NN2O (HOBt), CCN=C=NCCCN(C)C.Cl (EDCI.HCl), COC(C(C(=O)O)F)=O (2-fluoro-malonic acid monomethyl ester). The reagents and catalysts are CN(C)C=1C=CN=CC1 (DMAP). The solvent is CN(C)C=O (DMF), O (water). Conditions: time 8 hour. Product: COC(C(C(=O)NC1=CC=C(C=C1)C1=CC=CC=C1)F)=O (N-biphenyl-4-yl-2-fluoro-malonamic acid methyl ester). The yield is 77.2%. RXN SMILES: C1C=CC2N(O)N=NC=2C=1.CCN=C=NCCCN(C)C.Cl.[CH3:23][O:24][C:25](=[O:31])[CH:26]([F:30])[C:27](O)=[O:28].[C:32]1([C:39]2[CH:44]=[CH:43][CH:42]=[CH:41][CH:40]=2)[CH:37]=[CH:36][C:35]([NH2:38])=[CH:34][CH:33]=1>CN(C1C=CN=CC=1)C.CN(C=O)C.O>[CH3:23][O:24][C:25](=[O:31])[CH:26]([F:30])[C:27]([NH:38][C:35]1[CH:34]=[CH:33][C:32]([C:39]2[CH:44]=[CH:43][CH:42]=[CH:41][CH:40]=2)=[CH:37][CH:36]=1)=[O:28] |f:1.2|. Procedure details: HOBt (83 mg, 0.61 mmol), DMAP (125 mg, 1.02 mmol) and EDCI.HCl (118 mg, 0.61 mmole) were added to a stirred solution of 2-fluoro-malonic acid monomethyl ester (70 mg, 0.514 mmol) in DMF (2 mL). Biphenyl-4-ylamine (100 mg, 0.61 mmol) was then added and the resulting mixture was stirred at ambient temperature overnight. The mixture was then diluted with water and the product was extracted with ethyl acetate. The ethyl acetate layer was washed with brine solution, dried over sodium sulphate and con... The reactants are BrCC(=O)C1=C(C=C(C=C1)F)F (2-bromo-1-(2,4-difluorophenyl)ethanone), [S-]C#N.[K+] (potassium thiocyanate), O (water). The solvent is C(C)O (ethanol). Yields the product FC1=C(C=CC(=C1)F)C(CSC#N)=O (2-(2,4-Difluorophenyl)-2-oxoethyl thiocyanate). The yield is 74.6%. As a reaction SMILES: Br[CH2:2][C:3]([C:5]1[CH:10]=[CH:9][C:8]([F:11])=[CH:7][C:6]=1[F:12])=[O:4].[S-:13][C:14]#[N:15].[K+].O>C(O)C>[F:12][C:6]1[CH:7]=[C:8]([F:11])[CH:9]=[CH:10][C:5]=1[C:3](=[O:4])[CH2:2][S:13][C:14]#[N:15] |f:1.2|. Procedure: A solution of 2-bromo-1-(2,4-difluorophenyl)ethanone (5.0 g, 21.3 mmol) and potassium thiocyanate (2.07 g, 21.3 mmol) in ethanol (50 ml) was stirred at 80° C. for 2 hours. After cooling to room temperature, water (70 ml) was poured to the reaction mixture. A crystal was collected by filtration and washed with 50% aqueous ethanol to give 3.39 g (74.7%) of the desired product as a solid. Reported procedure: To a mixture of 5-chloro-2-[4-oxocyclohexylcarbonylamino]-N-(5-chloropyridin-2-yl)benzamide (600 mg, 1.5 mmol), 1-methyl-hexahydro-1,4-diazepine (0.57 mL, 4.6 mmol), methanol (30 mL) and methylene chloride (15 mL) was added NaCNBH3 (66 mg, 1.05 mmol) and the mixture was stirred for four days. To the reaction mixture was added additional 1-methyl-hexahydro-1,4-diazapine (0.19 mL, 1.5 mmol) followed by NaCNBH3 (22 mg, 0.35 mmol) and the mixture was stirred for 1 day. The reaction mixture was acidi... Yields the product Cl.Cl.ClC=1C=CC(=C(C(=O)NC2=NC=C(C=C2)Cl)C1)NC(=O)C1CCC(CC1)N1CCN(CCC1)C (5-Chloro-2-[4-(4-methylhexahydro-1,4-diazepin-1-yl)-cyclohexylcarbonylamino]-N-(5-chloropyridin-2-yl)benzamide Dihydrochloride). Reactants: ClC=1C=CC(=C(C(=O)NC2=NC=C(C=C2)Cl)C1)NC(=O)C1CCC(CC1)=O (5-chloro-2-[4-oxocyclohexylcarbonylamino]-N-(5-chloropyridin-2-yl)benzamide), CN1CCNCCC1 (1-methyl-hexahydro-1,4-diazepine), CN1CCNCCC1 (1-methyl-hexahydro-1,4-diazapine), [BH3-]C#N.[Na+] (NaCNBH3), [BH3-]C#N.[Na+] (NaCNBH3), Cl (HCl). Reaction conditions: time 4 day. Yield: 39.0%. Reaction SMILES: [Cl:1][C:2]1[CH:3]=[CH:4][C:5]([NH:18][C:19]([CH:21]2[CH2:26][CH2:25]C(=O)[CH2:23][CH2:22]2)=[O:20])=[C:6]([CH:17]=1)[C:7]([NH:9][C:10]1[CH:15]=[CH:14][C:13]([Cl:16])=[CH:12][N:11]=1)=[O:8].[CH3:28][N:29]1[CH2:35][CH2:34][CH2:33][NH:32][CH2:31][CH2:30]1.[BH3-][C:37]#N.[Na+].[ClH:40]>C(Cl)Cl.CO>[ClH:1].[ClH:40].[Cl:1][C:2]1[CH:3]=[CH:4][C:5]([NH:18][C:19]([CH:21]2[CH2:26][CH2:25][CH:28]([N:29]3[CH2:35][CH2:34][CH2:33][N:32]([CH3:37])[CH2:31][CH2:30]3)[CH2:23][CH2:22]2)=[O:20])=[C:6]([CH:17]=1)[C:7]([NH:9][C:10]1[CH:15]=[CH:14][C:13]([Cl:16])=[CH:12][N:11]=1)=[O:8] |f:2.3,7.8.9|. Solvent: C(Cl)Cl (methylene chloride), CO (methanol).